This data is from the Open Reaction Database (ORD), a public repository of structured organic reaction records. The task is: describe an organic reaction: reactants, conditions, products, and yield Reactants: COC(=O)c1ccc(CO)nc1Cl, CCOC(C)=O, ClCCl, [N-]=[N+]=[N-], [Na+], CS(=O)(=O)Cl. The product is COC(=O)c1ccc(CN=[N+]=[N-])nc1Cl. RXN SMILES: [CH3:1][O:2][C:3]([c:4]1[c:5]([Cl:12])[n:6][c:7]([CH2:10][OH:11])[cH:8][cH:9]1)=[O:13].[CH3:26][CH2:27][O:28][C:29](=[O:30])[CH3:31].[Cl:23][CH2:24][Cl:25].[N-:20]=[N+:21]=[N-:22].[Na+:19].[S:14]([Cl:15])([CH3:16])(=[O:17])=[O:18]>>[CH3:1][O:2][C:3]([c:4]1[c:5]([Cl:12])[n:6][c:7]([CH2:10][N:20]=[N+:21]=[N-:22])[cH:8][cH:9]1)=[O:13]. The reactants are Cl, O=N[O-], N#Cc1ccc(N)cc1, [Na+], O, c1ccncc1. Yields the product N#Cc1ccc(-c2ccccn2)cc1. Reaction SMILES: [ClH:21].[N:1]([O-:2])=[O:3].[NH2:5][c:6]1[cH:7][cH:8][c:9]([C:10]#[N:11])[cH:12][cH:13]1.[Na+:4].[OH2:20].[cH:14]1[cH:15][cH:16][n:17][cH:18][cH:19]1>>[c:6]1(-[c:16]2[cH:15][cH:14][cH:19][cH:18][n:17]2)[cH:7][cH:8][c:9]([C:10]#[N:11])[cH:12][cH:13]1.